Task: describe an organic reaction: reactants, conditions, products, and yield. Dataset: the Open Reaction Database (ORD), a public repository of structured organic reaction records Starting materials: C([O-])(O)=O.[Na+] (sodium bicarbonate), C(C)(=O)OCC (ethyl acetate), BrCC(C(C1=CC(=CC=C1)OC)NC1=CC=CC2=CC=CC=C12)(O)C(F)(F)F (α-Bromomethyl-3-methoxy-β-[(naphth-1-yl)amino]-α-(trifluoromethyl)benzeneethanol), solution, B(Br)(Br)Br (boron tribromide). The solvent is ClCCl (dichloromethane), ClCCl (dichloromethane). Run at time 16 hour. The product is BrCC(C(C1=CC(=CC=C1)O)NC1=CC=CC2=CC=CC=C12)(O)C(F)(F)F (α-Bromomethyl-3-hydroxy-β-[(naphth-1-yl)amino]-α-(trifluoromethyl)benzeneethanol). Yield: 36.9%. Reaction SMILES: [Br:1][CH2:2][C:3]([C:25]([F:28])([F:27])[F:26])([OH:24])[CH:4]([NH:13][C:14]1[C:23]2[C:18](=[CH:19][CH:20]=[CH:21][CH:22]=2)[CH:17]=[CH:16][CH:15]=1)[C:5]1[CH:10]=[CH:9][CH:8]=[C:7]([O:11]C)[CH:6]=1.B(Br)(Br)Br.C(=O)(O)[O-].[Na+].C(OCC)(=O)C>ClCCl>[Br:1][CH2:2][C:3]([C:25]([F:26])([F:27])[F:28])([OH:24])[CH:4]([NH:13][C:14]1[C:23]2[C:18](=[CH:19][CH:20]=[CH:21][CH:22]=2)[CH:17]=[CH:16][CH:15]=1)[C:5]1[CH:10]=[CH:9][CH:8]=[C:7]([OH:11])[CH:6]=1 |f:2.3|. Procedure: To 20 mg (0.04 mmol) of α-Bromomethyl-3-methoxy-β-[(naphth-1-yl)amino]-α-(trifluoromethyl)benzeneethanol in 2 ml dichloromethane at −20° C. are added 0.44 ml of a 1 M solution of boron tribromide in dichloromethane under argon. The reaction mixture is stirred for 16 hours in a temperature range of between 0° C. and 25° C. The reaction mixture is mixed at 0° C. with saturated sodium bicarbonate solution. After dilution with ethyl acetate the batch is allowed to come to room temperature, stirred f... The reactants are OC1C(CC(CC1)OC1=CC=C(C=C1)N1C(=NC(=C(C1=O)CC1=CC=C(C=C1)C1=C(C=CC=C1)C1=NOC(N1)=O)CCC)C)(C)C (3-{4-[(4-hydroxy-3,3-dimethylcyclohexyl)oxy]phenyl}-2-methyl-5-{[2′-(5-oxo-4,5-dihydro-1,2,4-oxadiazol-3-yl)biphenyl-4-yl]methyl}-6-propylpyrimidin-4(3H)-one), CC(=O)OI1(C2=CC=CC=C2C(=O)O1)(OC(=O)C)OC(=O)C (1,1,1-tris(acetyloxy)-1,1-dihydro-1,2-benziodoxol-3(1H)-one), C(C)(=O)OCC (Ethyl acetate), S(=S)(=O)([O-])[O-].[Na+].[Na+] (sodium thiosulfate). Solvent: C(Cl)Cl (methylene chloride), O (water). Conditions: time 1 hour. Product: CC1(CC(CCC1=O)OC1=CC=C(C=C1)N1C(=NC(=C(C1=O)CC1=CC=C(C=C1)C1=C(C=CC=C1)C1=NOC(N1)=O)CCC)C)C (3-{4-[(3,3-dimethyl-4-oxocyclohexyl)oxy]phenyl}-2-methyl-5-{[2′-(5-oxo-4,5-dihydro-1,2,4-oxadiazol-3-yl)biphenyl-4-yl]methyl}-6-propylpyrimidin-4(3H)-one). Isolated yield 60.8%. Reaction SMILES: [OH:1][CH:2]1[CH2:7][CH2:6][CH:5]([O:8][C:9]2[CH:14]=[CH:13][C:12]([N:15]3[C:20](=[O:21])[C:19]([CH2:22][C:23]4[CH:28]=[CH:27][C:26]([C:29]5[CH:34]=[CH:33][CH:32]=[CH:31][C:30]=5[C:35]5[NH:39][C:38](=[O:40])[O:37][N:36]=5)=[CH:25][CH:24]=4)=[C:18]([CH2:41][CH2:42][CH3:43])[N:17]=[C:16]3[CH3:44])=[CH:11][CH:10]=2)[CH2:4][C:3]1([CH3:46])[CH3:45].CC(OI1(OC(C)=O)(OC(C)=O)OC(=O)C2C1=CC=CC=2)=O.C(OCC)(=O)C.S([O-])([O-])(=O)=S.[Na+].[Na+]>C(Cl)Cl.O>[CH3:45][C:3]1([CH3:46])[C:2](=[O:1])[CH2:7][CH2:6][CH:5]([O:8][C:9]2[CH:14]=[CH:13][C:12]([N:15]3[C:20](=[O:21])[C:19]([CH2:22][C:23]4[CH:28]=[CH:27][C:26]([C:29]5[CH:34]=[CH:33][CH:32]=[CH:31][C:30]=5[C:35]5[NH:39][C:38](=[O:40])[O:37][N:36]=5)=[CH:25][CH:24]=4)=[C:18]([CH2:41][CH2:42][CH3:43])[N:17]=[C:16]3[CH3:44])=[CH:11][CH:10]=2)[CH2:4]1 |f:3.4.5|. Reported procedure: To a solution of 3-{4-[(4-hydroxy-3,3-dimethylcyclohexyl)oxy]phenyl}-2-methyl-5-{[2′-(5-oxo-4,5-dihydro-1,2,4-oxadiazol-3-yl)biphenyl-4-yl]methyl}-6-propylpyrimidin-4(3H)-one (0.33 g) in methylene chloride (3 mL) was added 1,1,1-tris(acetyloxy)-1,1-dihydro-1,2-benziodoxol-3(1H)-one (0.34 g), and the mixture was stirred for 1 hr. Ethyl acetate, water and sodium thiosulfate were added to the reaction mixture, and the mixture was stirred for 30 min and extracted with ethyl acetate. The organic laye... Starting materials: alkyldiperoxyadipic acids, C(CCCCCC)C(CC(=O)O)CC(=O)O (β-n-heptylglutaric acid), CS(=O)(=O)O (methansulfonic acid), OO (hydrogen peroxide). Conditions: temperature 10 celsius. Product: C(CCCCCC)C(CC(=O)OO)CC(=O)OO (β-n-heptyldiperoxyglutaric acid). As a reaction SMILES: [CH2:1]([CH:8]([CH2:13][C:14]([OH:16])=[O:15])[CH2:9][C:10](O)=[O:11])[CH2:2][CH2:3][CH2:4][CH2:5][CH2:6][CH3:7].CS(O)(=O)=[O:19].[OH:22][OH:23]>>[CH2:1]([CH:8]([CH2:13][C:14]([O:16][OH:19])=[O:15])[CH2:9][C:10]([O:22][OH:23])=[O:11])[CH2:2][CH2:3][CH2:4][CH2:5][CH2:6][CH3:7]. Procedure details: β-n-heptylglutaric acid (85 g, 0.36 mol) was added to an 800 ml beaker along with 98% methansulfonic acid (176 g, 1.84 mol) and the mixture was cooled to 10° C. 70% hydrogen peroxide was added slowly with constant stirring to maintain a reaction temperature of about 30° C. After the addition was complete, the solution was stirred at room temperature for 2 hours. Work-up as described for the alkyldiperoxyadipic acids provided β-n-heptyldiperoxyglutaric acid as an oil which solidified upon cooling... The reactants are C(C)(=O)N1C(C(C2=CC=C(C=C12)C(=O)OC)=C(C1=CC=CC=C1)OCC)=O (1-acetyl-3-(1-ethoxy-1-phenylmethylene)-6-methoxycarbonyl-2-indolinone), CN(CCN(C1=CC=C(C=C1)N)S(=O)(=O)CC1=CC=CC=C1)C (N-(2-dimethylamino-ethyl)-N-benzylsulphonyl-p-phenylenediamine). The product is CN(CCN(S(=O)(=O)CC1=CC=CC=C1)C1=CC=C(N\C(\C2=CC=CC=C2)=C\2/C(NC3=CC(=CC=C23)C(=O)OC)=O)C=C1)C (3-Z-[1-(4-(N-(2-dimethylamino-ethyl)-N-benzylsulphonyl-amino)-anilino)-1-phenyl-methylene]-6-methoxycarbonyl-2-indolinone). RXN SMILES: C([N:4]1[C:12]2[C:7](=[CH:8][CH:9]=[C:10]([C:13]([O:15][CH3:16])=[O:14])[CH:11]=2)[C:6](=[C:17](OCC)[C:18]2[CH:23]=[CH:22][CH:21]=[CH:20][CH:19]=2)[C:5]1=[O:27])(=O)C.[CH3:28][N:29]([CH3:50])[CH2:30][CH2:31][N:32]([S:40]([CH2:43][C:44]1[CH:49]=[CH:48][CH:47]=[CH:46][CH:45]=1)(=[O:42])=[O:41])[C:33]1[CH:38]=[CH:37][C:36]([NH2:39])=[CH:35][CH:34]=1>>[CH3:28][N:29]([CH3:50])[CH2:30][CH2:31][N:32]([C:33]1[CH:34]=[CH:35][C:36]([NH:39]/[C:17](=[C:6]2\[C:5](=[O:27])[NH:4][C:12]3[C:7]\2=[CH:8][CH:9]=[C:10]([C:13]([O:15][CH3:16])=[O:14])[CH:11]=3)/[C:18]2[CH:23]=[CH:22][CH:21]=[CH:20][CH:19]=2)=[CH:37][CH:38]=1)[S:40]([CH2:43][C:44]1[CH:49]=[CH:48][CH:47]=[CH:46][CH:45]=1)(=[O:41])=[O:42]. Procedure: Prepared from 1-acetyl-3-(1-ethoxy-1-phenylmethylene)-6-methoxycarbonyl-2-indolinone and N-(2-dimethylamino-ethyl)-N-benzylsulphonyl-p-phenylenediamine Rf value: 0.5 (silica gel, methylene chloride/methanol=9:1) C34H34N4O5S Starting materials: CC(C)(C)OC(=O)CBr, O=C1NCCN1Cc1ccccc1, CC(C)(C)[O-], [Li+], CN(C)C=O, O. The product is CC(C)(C)OC(=O)CN1CCN(Cc2ccccc2)C1=O. As a reaction SMILES: [Br:20][CH2:21][C:22](=[O:23])[O:24][C:25]([CH3:26])([CH3:27])[CH3:28].[CH2:1]([c:2]1[cH:3][cH:4][cH:5][cH:6][cH:7]1)[N:8]1[C:9](=[O:13])[NH:10][CH2:11][CH2:12]1.[CH3:14][C:15]([CH3:16])([O-:17])[CH3:18].[Li+:19].[O:30]=[CH:31][N:32]([CH3:33])[CH3:34].[OH2:29]>>[CH2:1]([c:2]1[cH:3][cH:4][cH:5][cH:6][cH:7]1)[N:8]1[C:9](=[O:13])[N:10]([CH2:21][C:22](=[O:23])[O:24][C:25]([CH3:26])([CH3:27])[CH3:28])[CH2:11][CH2:12]1.